Dataset: the Open Reaction Database (ORD), a public repository of structured organic reaction records. Task: describe an organic reaction: reactants, conditions, products, and yield Starting materials: FC(C(=O)NC1=CC=C(C=C1)C(C(F)(F)F)(C(F)(F)F)O)(F)F (2,2,2-trifluoro-N-[4-(2,2,2-trifluoro-1-hydroxy-1-trifluoromethyl-ethyl)-phenyl]-acetamide), B.C1CCOC1 (BH3.THF), CCOCC (Et2O), [NH4+].[Cl-] (NH4Cl). The solvent is C1CCOC1 (THF), C1CCOC1 (THF). Reaction conditions: time 72 hour. Product: FC(C(C(F)(F)F)(O)C1=CC=C(C=C1)NCC(F)(F)F)(F)F (1,1,1,3,3,3-hexafluoro-2-[4-(2,2,2-trifluoro-ethylamino)-phenyl]-propan-2-ol). Isolated yield 74.5%. As a reaction SMILES: [F:1][C:2]([F:23])([F:22])[C:3]([NH:5][C:6]1[CH:11]=[CH:10][C:9]([C:12]([OH:21])([C:17]([F:20])([F:19])[F:18])[C:13]([F:16])([F:15])[F:14])=[CH:8][CH:7]=1)=O.B.C1COCC1.[NH4+].[Cl-].CCOCC>C1COCC1>[F:14][C:13]([F:15])([F:16])[C:12]([C:9]1[CH:8]=[CH:7][C:6]([NH:5][CH2:3][C:2]([F:1])([F:23])[F:22])=[CH:11][CH:10]=1)([OH:21])[C:17]([F:20])([F:19])[F:18] |f:1.2,3.4|. Procedure details: A solution of 4.2 g (11.8 mmol) of 2,2,2-trifluoro-N-[4-(2,2,2-trifluoro-1-hydroxy-1-trifluoromethyl-ethyl)-phenyl]-acetamide in 30 mL of THF was treated with 24.2 mL of a 1M BH3.THF-complex solution in THF. The mixture was stirred for 72 hours at RT and then refluxed for 2 hours. After cooling to RT, the mixture was distributed between a saturated aqueous solution of NH4Cl and Et2O. The combined organic phases were dried over Na2SO4 and evaporated. Column chromatography on silicagel with n-hept...